Dataset: the Open Reaction Database (ORD), a public repository of structured organic reaction records. Task: describe an organic reaction: reactants, conditions, products, and yield The reactants are CS(=O)(=O)OCCCCC1=CC=C(C=C1)OCC=1N=C(OC1)\C=C\C1=CC=CC=C1 (4-[4-[2-[(E)-2-phenylethenyl]-4-oxazolylmethoxy]phenyl]butyl methanesulfonate), N1C(=NC=C1)C(=O)OCC (ethyl 2-imidazolecarboxylate), C([O-])([O-])=O.[K+].[K+] (potassium carbonate), CN(C=O)C (N,N-dimethylformamide). Run in O (water). Conditions: time 2 hour. The product is C1(=CC=CC=C1)/C=C/C=1OC=C(N1)COC1=CC=C(C=C1)CCCCN1C(=NC=C1)C(=O)OCC (ethyl 1-[4-[4-[2-[(E)-2-phenylethenyl]-4-oxazolylmethoxy]phenyl]butyl]-2-imidazolecarboxylate). The yield is 59.0%. RXN SMILES: CS(O[CH2:6][CH2:7][CH2:8][CH2:9][C:10]1[CH:15]=[CH:14][C:13]([O:16][CH2:17][C:18]2[N:19]=[C:20](/[CH:23]=[CH:24]/[C:25]3[CH:30]=[CH:29][CH:28]=[CH:27][CH:26]=3)[O:21][CH:22]=2)=[CH:12][CH:11]=1)(=O)=O.[NH:31]1[CH:35]=[CH:34][N:33]=[C:32]1[C:36]([O:38][CH2:39][CH3:40])=[O:37].C(=O)([O-])[O-].[K+].[K+].CN(C)C=O>O>[C:25]1(/[CH:24]=[CH:23]/[C:20]2[O:21][CH:22]=[C:18]([CH2:17][O:16][C:13]3[CH:12]=[CH:11][C:10]([CH2:9][CH2:8][CH2:7][CH2:6][N:31]4[CH:35]=[CH:34][N:33]=[C:32]4[C:36]([O:38][CH2:39][CH3:40])=[O:37])=[CH:15][CH:14]=3)[N:19]=2)[CH:26]=[CH:27][CH:28]=[CH:29][CH:30]=1 |f:2.3.4|. Procedure: A mixture of 4-[4-[2-[(E)-2-phenylethenyl]-4-oxazolylmethoxy]phenyl]butyl methanesulfonate (430 mg), ethyl 2-imidazolecarboxylate (155 mg), potassium carbonate (305 mg) and N,N-dimethylformamide (10 ml) was stirred for two hours at temperatures ranging from 80 to 90° C. The reaction mixture was poured into water and extracted with ethyl acetate. The ethyl acetate layer was washed with water, dried (MgSO4), and concentrated. The residue was subjected to a silica gel column chromatography. The cry... Starting materials: O (water), C(C)(=O)OCC (ethyl acetate), NC=1C2=C(N=CN1)N(C=C2I)C[C@H](C=C)NC(OC(C)(C)C)=O ((S)-tert-butyl (1-(4-amino-5-iodo-7H-pyrrolo[2,3-d]pyrimidin-7-yl)but-3-en-2-yl)carbamate), C([O-])([O-])=O.[Cs+].[Cs+] (cesium carbonate), COCCOC (DME), O (water). The reagents and catalysts are [Pd](Cl)Cl.C1(=CC=CC=C1)P([C-]1C=CC=C1)C1=CC=CC=C1.[C-]1(C=CC=C1)P(C1=CC=CC=C1)C1=CC=CC=C1.[Fe+2] (1,1′-bis(diphenylphosphino)ferrocene-palladium(II)dichloride). Product: NC=1C2=C(N=CN1)N(C=C2C=2C=NC1=CC=CC=C1C2)C[C@H](C=C)NC(OC(C)(C)C)=O ((S)-tert-butyl (1-(4-amino-5-(quinolin-3-yl)-7H-pyrrolo[2,3-d]pyrimidin-7-yl)but-3-en-2-yl)carbamate). RXN SMILES: [NH2:1][C:2]1[C:3]2[C:10](I)=[CH:9][N:8]([CH2:12][C@@H:13]([NH:16][C:17](=[O:23])[O:18][C:19]([CH3:22])([CH3:21])[CH3:20])[CH:14]=[CH2:15])[C:4]=2[N:5]=[CH:6][N:7]=1.C(=O)([O-])[O-].[Cs+].[Cs+].CO[CH2:32][CH2:33]OC.O.C(O[CH2:41][CH3:42])(=O)C>[Pd](Cl)Cl.C1(P(C2C=CC=CC=2)[C-]2C=CC=C2)C=CC=CC=1.[C-]1(P(C2C=CC=CC=2)C2C=CC=CC=2)C=CC=C1.[Fe+2]>[NH2:1][C:2]1[C:3]2[C:10]([C:10]3[CH:9]=[N:8][C:4]4[C:32]([CH:33]=3)=[CH:42][CH:41]=[CH:2][CH:3]=4)=[CH:9][N:8]([CH2:12][C@@H:13]([NH:16][C:17](=[O:23])[O:18][C:19]([CH3:22])([CH3:21])[CH3:20])[CH:14]=[CH2:15])[C:4]=2[N:5]=[CH:6][N:7]=1 |f:1.2.3,7.8.9.10|. Reaction conditions: temperature 100 celsius, time 2 hour. Procedure: A mixture of (S)-tert-butyl (1-(4-amino-5-iodo-7H-pyrrolo[2,3-d]pyrimidin-7-yl)but-3-en-2-yl)carbamate (8.26 g) obtained in Step 2,3-quinolineboronic acid (4.99 g), cesium carbonate (12.54 g), 1,1′-bis(diphenylphosphino)ferrocene-palladium(II)dichloride (785.6 mg), DME (66 ml), and water (33 ml) was stirred under a nitrogen atmosphere at 100° C. for 2 hours. After cooling the reaction mixture, water and ethyl acetate were added thereto to separate the organic layer. The aqueous layer was then ex... Reactants: C=C(Cl)Cl, O=C[O-], FC(F)(Cl)C(F)(Cl)Cl, [NH4+], [NH4+], [Na+], CN(C)C=O, O, O=S(=O)([O-])OOS(=O)(=O)[O-]. As a reaction SMILES: [C:9]([Cl:10])([Cl:11])=[CH2:12].[CH:25](=[O:26])[O-:27].[Cl:1][C:2]([C:3]([Cl:4])([F:5])[F:6])([Cl:7])[F:8].[NH4+:23].[NH4+:24].[Na+:28].[O:30]=[CH:31][N:32]([CH3:33])[CH3:34].[OH2:29].[S:13]([O:14][O:15][S:16]([O-:17])(=[O:18])=[O:19])([O-:20])(=[O:21])=[O:22]>>[Cl:1][C:2]([C:3]([Cl:4])([F:5])[F:6])([F:8])[CH2:9][C:25](=[O:26])[OH:27]. The product is O=C(O)CC(F)(Cl)C(F)(F)Cl. Starting materials: CCC(C)O, CCOC(C)=O, O=C(O)C=Cc1ccc(C(F)(F)F)nc1Cl, [H-], [Na+], CN(C)C=O. The product is CCC(C)Oc1nc(C(F)(F)F)ccc1C=CC(=O)O. As a reaction SMILES: [CH3:1][CH:2]([CH2:3][CH3:4])[OH:5].[CH3:29][CH2:30][O:31][C:32]([CH3:33])=[O:34].[Cl:8][c:9]1[n:10][c:11]([C:20]([F:21])([F:22])[F:23])[cH:12][cH:13][c:14]1[CH:15]=[CH:16][C:17](=[O:18])[OH:19].[H-:6].[Na+:7].[O:24]=[CH:25][N:26]([CH3:27])[CH3:28]>>[CH3:1][CH:2]([CH2:3][CH3:4])[O:5][c:9]1[n:10][c:11]([C:20]([F:21])([F:22])[F:23])[cH:12][cH:13][c:14]1[CH:15]=[CH:16][C:17](=[O:18])[OH:19]. Starting materials: ClCCl, CC(C)(C)OC(=O)NN1CCN(CC2(C)Cn3cc([N+](=O)[O-])nc3O2)CC1, O=Cc1cc2cc(Cl)ccc2o1, [Na+], O=C(O)C(F)(F)F, O=C([O-])O. Yields the product CC1(CN2CCN(N=Cc3cc4cc(Cl)ccc4o3)CC2)Cn2cc([N+](=O)[O-])nc2O1. As a reaction SMILES: [CH2:52]([Cl:53])[Cl:54].[CH3:1][C:2]1([CH2:13][N:14]2[CH2:15][CH2:16][N:17]([NH:20][C:21](=[O:22])[O:23][C:24]([CH3:25])([CH3:26])[CH3:27])[CH2:18][CH2:19]2)[CH2:3][n:4]2[c:5]([n:7][c:8]([N+:10](=[O:11])[O-:12])[cH:9]2)[O:6]1.[Cl:28][c:29]1[cH:30][cH:31][c:32]2[c:33]([cH:34][c:35]([CH:37]=[O:38])[o:36]2)[cH:39]1.[Na+:47].[OH:40][C:41]([C:42]([F:43])([F:44])[F:45])=[O:46].[OH:48][C:49](=[O:50])[O-:51]>>[CH3:1][C:2]1([CH2:13][N:14]2[CH2:15][CH2:16][N:17]([N:20]=[CH:21][c:35]3[cH:34][c:33]4[c:32]([cH:31][cH:30][c:29]([Cl:28])[cH:39]4)[o:36]3)[CH2:18][CH2:19]2)[CH2:3][n:4]2[c:5]([n:7][c:8]([N+:10](=[O:11])[O-:12])[cH:9]2)[O:6]1. Procedure: 7-(3-Nitrophenyl)-N2-(3,4,5-trimethoxyphenyl)thieno[3,2-d]pyrimidin-2,4-diamine (400 mg, 0.88 mmol) was dissolved in ethanol (3.0 mL) and tin(II) chloride dihydrate (996 mg, 4.41 mmol) was added. The reaction mixture was stirred at 80° C. for 2 hours. After removing ethanol by distillation under reduced pressure, ammonia water was slowly added to make pH 5. Sodium carbonate was added to thus prepared yellow precipitate until the pH reached 7. The precipitate was filtered and washed several times... Yield: 85.9%. Conditions: temperature 80 celsius, time 2 hour. As a reaction SMILES: [N+:1]([C:4]1[CH:5]=[C:6]([C:10]2[C:14]3[N:15]=[C:16]([NH:20][C:21]4[CH:26]=[C:25]([O:27][CH3:28])[C:24]([O:29][CH3:30])=[C:23]([O:31][CH3:32])[CH:22]=4)[N:17]=[C:18]([NH2:19])[C:13]=3[S:12][CH:11]=2)[CH:7]=[CH:8][CH:9]=1)([O-])=O.O.O.[Sn](Cl)Cl>C(O)C>[NH2:1][C:4]1[CH:5]=[C:6]([C:10]2[C:14]3[N:15]=[C:16]([NH:20][C:21]4[CH:26]=[C:25]([O:27][CH3:28])[C:24]([O:29][CH3:30])=[C:23]([O:31][CH3:32])[CH:22]=4)[N:17]=[C:18]([NH2:19])[C:13]=3[S:12][CH:11]=2)[CH:7]=[CH:8][CH:9]=1 |f:1.2.3|. The solvent is C(C)O (ethanol). Starting materials: [N+](=O)([O-])C=1C=C(C=CC1)C1=CSC2=C1N=C(N=C2N)NC2=CC(=C(C(=C2)OC)OC)OC (7-(3-Nitrophenyl)-N2-(3,4,5-trimethoxyphenyl)thieno[3,2-d]pyrimidin-2,4-diamine), O.O.[Sn](Cl)Cl (tin(II) chloride dihydrate). The product is NC=1C=C(C=CC1)C1=CSC2=C1N=C(N=C2N)NC2=CC(=C(C(=C2)OC)OC)OC (7-(3-aminophenyl)-N2-(3,4,5-trimethoxyphenyl)thieno[3,2-d]pyrimidin-2,4-diamine). The reagents and catalysts are C(C1=CC=CC=C1)(=O)OOC(C1=CC=CC=C1)=O (benzoyl peroxide). Solvent: C(Cl)(Cl)(Cl)Cl (carbon tetrachloride). The product is COC(COC1=CC(=C(C=C1)F)C)OC (1-(2,2-Dimethoxyethoxy)-4-fluoro-3-methylbenzene). Reported procedure: A mixture of 5-fluoro-4-methylbenzofuran and 5-fluoro-6-methylbenzofuran (14.95 g), N-bromosuccinimide (16.57 g), benzoyl peroxide (0.32 g) and carbon tetrachloride (375 ml) was heated under reflux under the illumination of an 80 W flood lamp for 20 h. The mixture was cooled, and filtered and the filtrate evaporated to dryness to give the crude product as an oil (24.0 g). This material was combined with a similar crude product (6.94 g) from an identical reaction run on a smaller scale and purifi... The reactants are FC=1C=CC2=C(C=CO2)C1C (5-fluoro-4-methylbenzofuran), FC=1C(=CC2=C(C=CO2)C1)C (5-fluoro-6-methylbenzofuran), BrN1C(CCC1=O)=O (N-bromosuccinimide), crude product. RXN SMILES: [F:1][C:2]1[CH:3]=[CH:4][C:5]2[O:9][CH:8]=[CH:7][C:6]=2[C:10]=1[CH3:11].FC1C(C)=C[C:16]2[O:20]C=CC=2C=1.BrN1[C:28](=[O:29])CCC1=O>C(OOC(=O)C1C=CC=CC=1)(=O)C1C=CC=CC=1.C(Cl)(Cl)(Cl)Cl>[CH3:28][O:29][CH:7]([O:20][CH3:16])[CH2:8][O:9][C:5]1[CH:4]=[CH:3][C:2]([F:1])=[C:10]([CH3:11])[CH:6]=1. Reactants: ClCCl (dichloromethane), IC1=NNC2=NC=NC(=C21)N (3-iodo-1H-pyrazolo[3,4-d]pyrimidin-4-amine), FC1=C(C=C(C=C1)B(O)O)OC (4-Fluoro-3-methoxyphenyl boronic acid), C([O-])([O-])=O.[Na+].[Na+] (sodium carbonate), Tetrakis triphenylphosphine Palladium. Run in CN(C)C=O (DMF), C(C)O (ethanol), O (water). Reaction conditions: temperature 80 celsius, time 12 hour. Product: FC1=C(C=C(C=C1)C1=NNC2=NC=NC(=C21)N)OC (3-(4-Fluoro-3-methoxyphenyl)-1H-pyrazolo[3,4-d]pyrimidin-4-amine). Yield: 48.5%. RXN SMILES: I[C:2]1[C:10]2[C:5](=[N:6][CH:7]=[N:8][C:9]=2[NH2:11])[NH:4][N:3]=1.[F:12][C:13]1[CH:18]=[CH:17][C:16](B(O)O)=[CH:15][C:14]=1[O:22][CH3:23].C(=O)([O-])[O-].[Na+].[Na+].ClCCl>CN(C=O)C.C(O)C.O>[F:12][C:13]1[CH:18]=[CH:17][C:16]([C:2]2[C:10]3[C:5](=[N:6][CH:7]=[N:8][C:9]=3[NH2:11])[NH:4][N:3]=2)=[CH:15][C:14]=1[O:22][CH3:23] |f:2.3.4|. Reported procedure: To a solution of 3-iodo-1H-pyrazolo[3,4-d]pyrimidin-4-amine (0.500 g, 1.91 mmoles) in DMF (8 ml), ethanol (4 ml) and water (4 ml), 4-Fluoro-3-methoxyphenyl boronic acid (0.423 g, 2.49 mmoles) and sodium carbonate (1.01 g, 9.57 mmoles) were added and the system is degassed for 30 min Tetrakis triphenylphosphine Palladium (0.436 g, 0.377 mmoles) was added under nitrogen atmosphere and heated to 80° C. After 12 h, the reaction mixture was celite filtered, concentrated and extracted with ethyl aceta... The reactants are O[C@H]1C[C@@H]2CC[C@H]3[C@@H]4CC[C@H](C(C=C)=O)[C@]4(CC([C@@H]3[C@]2(CC1)C)=O)C (3α-Hydroxy-21-methylene-5α-pregnane-11,20-dione), C(C)(=S)O (thioacetic acid), O (water). Reaction conditions: time 3 hour. Product: C(C)(=O)SCCC([C@H]1CC[C@H]2[C@@H]3CC[C@H]4C[C@@H](CC[C@]4(C)[C@H]3C(C[C@]12C)=O)O)=O (21-Acetylthiomethyl-3α-hydroxy-5α-pregnane-11,20 -dione). RXN SMILES: [OH:1][C@@H:2]1[CH2:22][CH2:21][C@@:20]2([CH3:23])[C@@H:4]([CH2:5][CH2:6][C@@H:7]3[C@@H:19]2[C:18](=[O:24])[CH2:17][C@@:16]2([CH3:25])[C@H:8]3[CH2:9][CH2:10][C@@H:11]2[C:12](=[O:15])[CH:13]=[CH2:14])[CH2:3]1.O.[C:27]([OH:30])(=[S:29])[CH3:28]>>[C:27]([S:29][CH2:14][CH2:13][C:12](=[O:15])[C@@H:11]1[C@:16]2([CH3:25])[C@H:8]([C@H:7]3[C@H:19]([C:18](=[O:24])[CH2:17]2)[C@:20]2([CH3:23])[C@H:4]([CH2:3][C@H:2]([OH:1])[CH2:22][CH2:21]2)[CH2:5][CH2:6]3)[CH2:9][CH2:10]1)(=[O:30])[CH3:28]. Reported procedure: 3α-Hydroxy-21-methylene-5α-pregnane-11,20-dione (300 mg) was dissolved in thioacetic acid (2 ml) and left at room temperature for 3 hours. The mixture was poured into water and the precipitated oil extracted into ethyl acetate. The organic layer was washed with saturated sodium bicarbonate and water, dried over anhydrous sodium sulphate, evaporated to a pale yellow foam and purified by preparative t.l.c. in ethyl acetate/petrol (1:1). The main band gave title compound (150 mg) as an off-white fo...